Task: describe an organic reaction: reactants, conditions, products, and yield. Dataset: the Open Reaction Database (ORD), a public repository of structured organic reaction records Reactants: FC(C1=CC=C(C=C1)C#CCO)(F)F (3-[4-(trifluoromethyl)phenyl]-2-propyn-1-ol), CC(=O)OI1(C=2C=CC=CC2C(=O)O1)(OC(=O)C)OC(=O)C (Dess-Martin reagent), C1=CC=CC=C1 (Benzene). Solvent: C(Cl)Cl (methylene chloride). Yields the product FC(C1=CC=C(C=C1)C#CC=O)(F)F (3-[4-(Trifluoromethyl)phenyl]-2-propynal). The yield is 84.0%. As a reaction SMILES: [F:1][C:2]([F:14])([F:13])[C:3]1[CH:8]=[CH:7][C:6]([C:9]#[C:10][CH2:11][OH:12])=[CH:5][CH:4]=1.CC(OI1(OC(C)=O)(OC(C)=O)OC(=O)C2C=CC=CC1=2)=O.C1C=CC=CC=1>C(Cl)Cl>[F:1][C:2]([F:13])([F:14])[C:3]1[CH:4]=[CH:5][C:6]([C:9]#[C:10][CH:11]=[O:12])=[CH:7][CH:8]=1. Reported procedure: In 20 ml of methylene chloride were dissolved 2.21 g (11.0 mmol) of 3-[4-(trifluoromethyl)phenyl]-2-propyn-1-ol, and 7.43 g (17.5 mmol) of Dess-Martin reagent were added to the solution under ice-cooling for 1.7 hours. Benzene was added to the resulting mixture and the insolubles were removed by filtration, followed by concentration of the filtrate to obtain 1.83 g (yield: 84%) of the title compound as an oil. Starting materials: C, COc1ccc(OCc2ccccc2)c(C(=O)Nc2ccc(Oc3ccccc3)cc2)n1, CCO, [Pd]. The product is COc1ccc(O)c(C(=O)Nc2ccc(Oc3ccccc3)cc2)n1. Reaction SMILES: [C:36].[CH2:1]([c:2]1[cH:3][cH:4][cH:5][cH:6][cH:7]1)[O:8][c:9]1[c:10]([C:17](=[O:18])[NH:19][c:20]2[cH:21][cH:22][c:23]([O:26][c:27]3[cH:28][cH:29][cH:30][cH:31][cH:32]3)[cH:24][cH:25]2)[n:11][c:12]([O:15][CH3:16])[cH:13][cH:14]1.[CH3:33][CH2:34][OH:35].[Pd:37]>>[OH:8][c:9]1[c:10]([C:17](=[O:18])[NH:19][c:20]2[cH:21][cH:22][c:23]([O:26][c:27]3[cH:28][cH:29][cH:30][cH:31][cH:32]3)[cH:24][cH:25]2)[n:11][c:12]([O:15][CH3:16])[cH:13][cH:14]1. Starting materials: CCOC(=O)C=CC(Cc1c[nH]cn1)NC(=O)CCCCCCc1ccccc1, BrCC=Cc1ccccc1, CC#N, [H-], [Na+], CN(C)C=O, O. Yields the product CCOC(=O)C=CC(Cc1cn(CC=Cc2ccccc2)cn1)NC(=O)CCCCCCc1ccccc1. Reaction SMILES: [CH2:1]([CH3:2])[O:3][C:4]([CH:5]=[CH:6][CH:7]([CH2:8][c:9]1[n:10][cH:11][nH:12][cH:13]1)[NH:14][C:15]([CH2:16][CH2:17][CH2:18][CH2:19][CH2:20][CH2:21][c:22]1[cH:23][cH:24][cH:25][cH:26][cH:27]1)=[O:28])=[O:29].[CH2:32]([CH:33]=[CH:34][c:35]1[cH:36][cH:37][cH:38][cH:39][cH:40]1)[Br:41].[CH3:48][C:49]#[N:50].[H-:31].[Na+:30].[O:43]=[CH:44][N:45]([CH3:46])[CH3:47].[OH2:42]>>[CH2:1]([CH3:2])[O:3][C:4]([CH:5]=[CH:6][CH:7]([CH2:8][c:9]1[n:10][cH:11][n:12]([CH2:32][CH:33]=[CH:34][c:35]2[cH:36][cH:37][cH:38][cH:39][cH:40]2)[cH:13]1)[NH:14][C:15]([CH2:16][CH2:17][CH2:18][CH2:19][CH2:20][CH2:21][c:22]1[cH:23][cH:24][cH:25][cH:26][cH:27]1)=[O:28])=[O:29]. Starting materials: O=C1NC(Cc2ccccc2)CO1, COC(=O)c1ccc(B(O)O)cc1. The product is COC(=O)c1ccc(N2C(=O)OCC2Cc2ccccc2)cc1. Reaction SMILES: [CH2:14]([c:15]1[cH:16][cH:17][cH:18][cH:19][cH:20]1)[CH:21]1[NH:22][C:23](=[O:26])[O:24][CH2:25]1.[CH3:1][O:2][C:3](=[O:4])[c:5]1[cH:6][cH:7][c:8]([B:11]([OH:12])[OH:13])[cH:9][cH:10]1>>[CH3:1][O:2][C:3](=[O:4])[c:5]1[cH:6][cH:7][c:8]([N:22]2[CH:21]([CH2:14][c:15]3[cH:16][cH:17][cH:18][cH:19][cH:20]3)[CH2:25][O:24][C:23]2=[O:26])[cH:9][cH:10]1. Starting materials: N(N)C1=CC=C2C(=N1)CCCCCC2 (2-Hydrazinyl-5,6,7,8,9,10-hexahydrocycloocta[b]pyridine), C(#N)\N=C(\NC1=CC=C(C=C1)N1CCN(CC1)C)/OC1=CC=CC=C1 ((Z)-phenyl N′-cyano-N-(4-(4-methylpiperazin-1-yl)phenyl)carbamimidate). Run in C(C)(C)O (isopropanol). The product is N1=C2C(=CC=C1N1N=C(N=C1N)NC1=CC=C(C=C1)N1CCN(CC1)C)CCCCCC2 (1-(5,6,7,8,9,10-hexahydrocycloocta[b]pyridin-2-yl)-N3-(4-(4-methylpiperazin-1-yl)phenyl)-1H-1,2,4-triazole-3,5-diamine), compound #23. Reaction SMILES: [NH:1]([C:3]1[N:8]=[C:7]2[CH2:9][CH2:10][CH2:11][CH2:12][CH2:13][CH2:14][C:6]2=[CH:5][CH:4]=1)[NH2:2].[C:15](/[N:17]=[C:18](\OC1C=CC=CC=1)/[NH:19][C:20]1[CH:25]=[CH:24][C:23]([N:26]2[CH2:31][CH2:30][N:29]([CH3:32])[CH2:28][CH2:27]2)=[CH:22][CH:21]=1)#[N:16]>C(O)(C)C>[N:8]1[C:3]([N:1]2[C:15]([NH2:16])=[N:17][C:18]([NH:19][C:20]3[CH:21]=[CH:22][C:23]([N:26]4[CH2:27][CH2:28][N:29]([CH3:32])[CH2:30][CH2:31]4)=[CH:24][CH:25]=3)=[N:2]2)=[CH:4][CH:5]=[C:6]2[CH2:14][CH2:13][CH2:12][CH2:11][CH2:10][CH2:9][C:7]=12. Procedure: 2-Hydrazinyl-5,6,7,8,9,10-hexahydrocycloocta[b]pyridine (81 mg, 0.42 mmol) and (Z)-phenyl N′-cyano-N-(4-(4-methylpiperazin-1-yl)phenyl)carbamimidate (142 mg, 0.42 mmol) were suspended in isopropanol and subjected to microwave irradiation (150° C., 20 min). The crude product was purified by C-18 reversed phase HPLC to give 1-(5,6,7,8,9,10-hexahydrocycloocta[b]pyridin-2-yl)-N3-(4-(4-methylpiperazin-1-yl)phenyl)-1H-1,2,4-triazole-3,5-diamine, compound #23, as a white solid, 92 mg; 1H NMR (DMSO-d6, ...